This data is from the Open Reaction Database (ORD), a public repository of structured organic reaction records. The task is: describe an organic reaction: reactants, conditions, products, and yield The reactants are FC1=C(C(=CC(=C1)C(=C)C(F)(F)F)F)F (1,2,3-trifluoro-5-(3,3,3-trifluoroprop-1-en-2-yl)benzene), TEA, ON=C(C1=CC2=C(B(OC2(C)C)O)C=C1)Cl (N,1-dihydroxy-3,3-dimethyl-1,3-dihydrobenzo[c][1,2]oxaborole-5-carbimidoyl chloride), ice water. Solvent: CN(C)C=O (DMF). Conditions: time 12 hour. The product is CC1(C2=C(B(O1)O)C=CC(=C2)C2=NOC(C2)(C2=CC(=C(C(=C2)F)F)F)C(F)(F)F)C (3,3-dimethyl-5-(5-(trifluoromethyl)-5-(3,4,5-trifluorophenyl)-4,5-dihydroisoxazol-3-yl)benzo[c][1,2]oxaborol-1(3H)-ol). Reaction SMILES: [F:1][C:2]1[CH:7]=[C:6]([C:8]([C:10]([F:13])([F:12])[F:11])=[CH2:9])[CH:5]=[C:4]([F:14])[C:3]=1[F:15].[OH:16][N:17]=[C:18](Cl)[C:19]1[CH:30]=[CH:29][C:22]2[B:23]([OH:28])[O:24][C:25]([CH3:27])([CH3:26])[C:21]=2[CH:20]=1>CN(C=O)C>[CH3:26][C:25]1([CH3:27])[O:24][B:23]([OH:28])[C:22]2[CH:29]=[CH:30][C:19]([C:18]3[CH2:9][C:8]([C:10]([F:12])([F:13])[F:11])([C:6]4[CH:7]=[C:2]([F:1])[C:3]([F:15])=[C:4]([F:14])[CH:5]=4)[O:16][N:17]=3)=[CH:20][C:21]1=2. Reported procedure: To a solution of 1,2,3-trifluoro-5-(3,3,3-trifluoroprop-1-en-2-yl)benzene in DMF were added TEA (0.86 g, 1.18 mL, 8.52 mmol, 3 eq) and N,1-dihydroxy-3,3-dimethyl-1,3-dihydrobenzo[c][1,2]oxaborole-5-carbimidoyl chloride (545 mg, 2.27 mmol, 0.8 eq) at 0° C. The reaction mixture was stirred for 12 h at rt, poured into ice-water and extracted with EA. The organic layer was washed with brine, dried over anhydrous Na2SO4, filtered and concentrated under reduced pressure. The residue was purified by si...